This data is from the Open Reaction Database (ORD), a public repository of structured organic reaction records. The task is: describe an organic reaction: reactants, conditions, products, and yield Reactants: C(#N)[BH3-].[Na+] (Sodium cyanoborohydride), Cl (HCl), C1(=CC=CC=C1)C1(CCC(CC1)=O)N1CCCCC1 (4-phenyl-4-piperidinocyclohexanone), C(C)(=O)[O-].[NH4+] (ammonium acetate). The solvent is CO (methanol), O (water). Yields the product C1(=CC=CC=C1)C1(CCC(CC1)N)N1CCCCC1 (4-Phenyl-4-Piperidinocyclohexylamine). Reaction SMILES: [C:1]1([C:7]2([N:14]3[CH2:19][CH2:18][CH2:17][CH2:16][CH2:15]3)[CH2:12][CH2:11][C:10](=O)[CH2:9][CH2:8]2)[CH:6]=[CH:5][CH:4]=[CH:3][CH:2]=1.C([O-])(=O)C.[NH4+].C([BH3-])#[N:26].[Na+].Cl>CO.O>[C:1]1([C:7]2([N:14]3[CH2:19][CH2:18][CH2:17][CH2:16][CH2:15]3)[CH2:12][CH2:11][CH:10]([NH2:26])[CH2:9][CH2:8]2)[CH:6]=[CH:5][CH:4]=[CH:3][CH:2]=1 |f:1.2,3.4|. Procedure: 4-Phenyl-4-(1-piperidino)cyclohexanone of Example 3 (0.95 g, 3.7 mmol) and ammonium acetate (4.3 g, 55 mmole) were dissolved in 30 ml of anhydrous methanol. Sodium cyanoborohydride (0.5 g, 8 mmole) was added to the mixture while stirring. The mixture was stirred at room temperature overnight and concentrated HCl was then added until a white precipitate was obtained. The precipitate was removed by filtration. The filtrate was concentrated under reduced pressure to give a solid residue. The residu... The reactants are CCOC(C)=O, O=C(N1CCc2ccc([N+](=O)[O-])cc2CC1)C(F)(F)F. Yields the product Nc1ccc2c(c1)CCN(C(=O)C(F)(F)F)CC2. Reaction SMILES: [CH3:21][CH2:22][O:23][C:24](=[O:25])[CH3:26].[N+:1]([O-:2])(=[O:3])[c:4]1[cH:5][c:6]2[c:7]([cH:19][cH:20]1)[CH2:8][CH2:9][N:10]([C:13]([C:14]([F:15])([F:16])[F:17])=[O:18])[CH2:11][CH2:12]2>>[NH2:1][c:4]1[cH:5][c:6]2[c:7]([cH:19][cH:20]1)[CH2:8][CH2:9][N:10]([C:13]([C:14]([F:15])([F:16])[F:17])=[O:18])[CH2:11][CH2:12]2. Reactants: ClC1=C(C(=O)OC(C)C)C=C(C(=C1)F)NC(=O)N (isopropyl 2-chloro-4-fluoro-5-ureidobenzoate), O=C(CC(=O)OCC)CCC (ethyl 3-oxo-caproate). Product: ClC1=C(C(=O)OC(C)C)C=C(C(=C1)F)NC(=O)NC(=CC(=O)OCC)CCC (isopropyl 2-chloro-4-fluoro-5-{3-[2-(ethoxycarbonyl)-1-propylvinyl]ureido}-benzoate). As a reaction SMILES: [Cl:1][C:2]1[CH:13]=[C:12]([F:14])[C:11]([NH:15][C:16]([NH2:18])=[O:17])=[CH:10][C:3]=1[C:4]([O:6][CH:7]([CH3:9])[CH3:8])=[O:5].O=[C:20]([CH2:27][CH2:28][CH3:29])[CH2:21][C:22]([O:24][CH2:25][CH3:26])=[O:23]>>[Cl:1][C:2]1[CH:13]=[C:12]([F:14])[C:11]([NH:15][C:16]([NH:18][C:20]([CH2:27][CH2:28][CH3:29])=[CH:21][C:22]([O:24][CH2:25][CH3:26])=[O:23])=[O:17])=[CH:10][C:3]=1[C:4]([O:6][CH:7]([CH3:9])[CH3:8])=[O:5]. Reported procedure: using isopropyl 2-chloro-4-fluoro-5-ureidobenzoate and ethyl 3-oxo-caproate there is obtained isopropyl 2-chloro-4-fluoro-5-{3-[2-(ethoxycarbonyl)-1-propylvinyl]ureido}-benzoate, The reactants are ClC(C(=O)C1=CC=C2CN(C3=C(CN21)C=CC=C3)C(=O)C3=CC(=C(C=C3)C3=C(C=CC=C3)C)C)(Cl)Cl (2,2,2-Trichloro-1-{10-[(2,2′-dimethyl-1,1′-biphenyl-4-yl)carbonyl]-10,11-dihydro-5H-pyrrolo[2,1-c][1,4]benzodiazepin-3-yl}ethanone), CC=1C=C(CN)C=CC1 (3-methylbenzylamine). Product: CC1=C(C=CC(=C1)C(=O)N1CC=2N(CC3=C1C=CC=C3)C(=CC2)C(=O)NCC2=CC(=CC=C2)C)C2=C(C=CC=C2)C (10-[(2,2′-DIMETHYL-1,1′-BIPHENYL-4-YL)CARBONYL]-N-(3-METHYLBENZYL)-10,11-DIHYDRO-5H-PYRROLO[2,1-C][1,4]BENZODIAZEPINE-3-CARBOXAMIDE). As a reaction SMILES: ClC(Cl)(Cl)[C:3]([C:5]1[N:14]2[C:8]([CH2:9][N:10]([C:19]([C:21]3[CH:26]=[CH:25][C:24]([C:27]4[CH:32]=[CH:31]C=CC=4C)=[C:23]([CH3:34])[CH:22]=3)=[O:20])[C:11]3[CH:18]=[CH:17][CH:16]=[CH:15][C:12]=3[CH2:13]2)=[CH:7][CH:6]=1)=[O:4].[CH3:37][C:38]1[CH:39]=[C:40]([CH:43]=[CH:44][CH:45]=1)[CH2:41][NH2:42]>>[CH3:34][C:23]1[CH:22]=[C:21]([C:19]([N:10]2[C:11]3[CH:18]=[CH:17][CH:16]=[CH:15][C:12]=3[CH2:13][N:14]3[C:5]([C:3]([NH:42][CH2:41][C:40]4[CH:43]=[CH:44][CH:45]=[C:38]([CH3:37])[CH:39]=4)=[O:4])=[CH:6][CH:7]=[C:8]3[CH2:9]2)=[O:20])[CH:26]=[CH:25][C:24]=1[C:27]1[CH:32]=[CH:31][CH:3]=[CH:5][C:6]=1[CH3:7]. Reported procedure: The title compound was synthesized in the manner of Example 13 from 2,2,2-trichloro-1-{10-[(2,2′-dimethyl-1,1′-biphenyl-4-yl)carbonyl]-10,11-dihydro-5H-pyrrolo[2,1-c][1,4]benzodiazepin-3-yl}ethanone of Example 6 and 3-methylbenzylamine, m.p. 130-132° C. MS [(+)ESI, m/z]: 538 [M+H]+ Anal. Calcd for C36H33N3O2: C, 80.12; H, 6.16; N, 7.79. Found: C, 80.01; H, 6.33; N, 7.61. Starting materials: CCCCCCCCCBr, O=C([O-])[O-], CN(C)C=O, [K+], [K+], O=C(O)c1c[nH]c2ccccc12. Yields the product CCCCCCCCCOC(=O)c1c[nH]c2ccccc12. RXN SMILES: [Br:13][CH2:14][CH2:15][CH2:16][CH2:17][CH2:18][CH2:19][CH2:20][CH2:21][CH3:22].[C:23](=[O:24])([O-:25])[O-:26].[CH3:29][N:30]([CH3:31])[CH:32]=[O:33].[K+:27].[K+:28].[OH:1][C:2](=[O:3])[c:4]1[cH:5][nH:6][c:7]2[cH:8][cH:9][cH:10][cH:11][c:12]12>>[O:1]([C:2](=[O:3])[c:4]1[cH:5][nH:6][c:7]2[cH:8][cH:9][cH:10][cH:11][c:12]12)[CH2:14][CH2:15][CH2:16][CH2:17][CH2:18][CH2:19][CH2:20][CH2:21][CH3:22]. Starting materials: ClCCCSC1=CC=C(C=C1)[N+](=O)[O-] (1-chloro-3-(4-nitrothiophenoxy)propane), stannous chloride dihydrate, [OH-].[Na+] (NaOH). Run in CCO (EtOH). The product is ClCCCSC1=CC=C(C=C1)N (1-Chloro-3-(4-aminothiophenoxy)propane). Isolated yield 98.2%. RXN SMILES: [Cl:1][CH2:2][CH2:3][CH2:4][S:5][C:6]1[CH:11]=[CH:10][C:9]([N+:12]([O-])=O)=[CH:8][CH:7]=1.[OH-].[Na+]>CCO>[Cl:1][CH2:2][CH2:3][CH2:4][S:5][C:6]1[CH:11]=[CH:10][C:9]([NH2:12])=[CH:8][CH:7]=1 |f:1.2|. Reported procedure: A mixture of 1-chloro-3-(4-nitrothiophenoxy)propane (1.00 g, 4.32 mmmol), stannous chloride dihydrate (4.87 g, 21.58 mmol), and EtOH was heated under reflux for 3 hours. The mixture was cooled, 2.5 N NaOH (21 mL) was added, and the precipitate was removed by filtration. The filtrate concentrated to 10 mL and extracted with EtOAc. The extracts were dried (MgSO4) and concentrated to give 855 mg (98%) of product as a brown oil.